This data is from the Open Reaction Database (ORD), a public repository of structured organic reaction records. The task is: describe an organic reaction: reactants, conditions, products, and yield The reactants are Oc1ccc(Br)cc1F, O=C([O-])[O-], Cc1c[nH]c2cccc(OCc3ccccc3)c12, CN1CCCC1=O, I[Cu]I, [K+], [K+]. The product is Cc1cn(-c2ccc(O)c(F)c2)c2cccc(OCc3ccccc3)c12. Reaction SMILES: [Br:19][c:20]1[cH:21][c:22]([F:27])[c:23]([OH:26])[cH:24][cH:25]1.[C:28](=[O:29])([O-:30])[O-:31].[CH3:1][c:2]1[cH:3][nH:4][c:5]2[cH:6][cH:7][cH:8][c:9]([O:11][CH2:12][c:13]3[cH:14][cH:15][cH:16][cH:17][cH:18]3)[c:10]12.[CH3:34][N:35]1[CH2:36][CH2:37][CH2:38][C:39]1=[O:40].[Cu:41]([I:42])[I:43].[K+:32].[K+:33]>>[CH3:1][c:2]1[cH:3][n:4](-[c:20]2[cH:21][c:22]([F:27])[c:23]([OH:26])[cH:24][cH:25]2)[c:5]2[cH:6][cH:7][cH:8][c:9]([O:11][CH2:12][c:13]3[cH:14][cH:15][cH:16][cH:17][cH:18]3)[c:10]12.